Dataset: the Open Reaction Database (ORD), a public repository of structured organic reaction records. Task: describe an organic reaction: reactants, conditions, products, and yield The reactants are CC(C)(C)OC(=O)Nc1cc(N2CCC3(CC2)OCCO3)c(I)cc1[N+](=O)[O-], OB(O)c1ccccc1F. The product is CC(C)(C)OC(=O)Nc1cc(N2CCC3(CC2)OCCO3)c(-c2ccccc2F)cc1[N+](=O)[O-]. RXN SMILES: [C:1]([CH3:2])([CH3:3])([CH3:4])[O:5][C:6]([NH:7][c:8]1[c:9]([N+:25](=[O:26])[O-:27])[cH:10][c:11]([I:24])[c:12]([N:14]2[CH2:15][CH2:16][C:17]3([O:18][CH2:19][CH2:20][O:21]3)[CH2:22][CH2:23]2)[cH:13]1)=[O:28].[F:29][c:30]1[c:31]([B:36]([OH:37])[OH:38])[cH:32][cH:33][cH:34][cH:35]1>>[C:1]([CH3:2])([CH3:3])([CH3:4])[O:5][C:6]([NH:7][c:8]1[c:9]([N+:25](=[O:26])[O-:27])[cH:10][c:11](-[c:31]2[c:30]([F:29])[cH:35][cH:34][cH:33][cH:32]2)[c:12]([N:14]2[CH2:15][CH2:16][C:17]3([O:18][CH2:19][CH2:20][O:21]3)[CH2:22][CH2:23]2)[cH:13]1)=[O:28]. Starting materials: CCc1noc(C2OC(OC(C)=O)C(OC(C)=O)C2OC(C)=O)n1, CCc1noc(C2OC(OC(C)=O)C(OC(C)=O)C2OC(C)=O)n1, Cl, CC(C)CS(=O)(=O)NCc1nc(NCC(c2ccccc2)c2ccccc2)c2nc[nH]c2n1. Product: CCc1noc(C2OC(n3cnc4c(NCC(c5ccccc5)c5ccccc5)nc(CNS(=O)(=O)CC(C)C)nc43)C(OC(C)=O)C2OC(C)=O)n1. As a reaction SMILES: [C:35]([CH3:36])(=[O:37])[O:38][CH:39]1[CH:40]([O:55][C:56](=[O:57])[CH3:58])[O:41][CH:42]([c:48]2[n:49][c:50]([CH2:53][CH3:54])[n:51][o:52]2)[CH:43]1[O:44][C:45]([CH3:46])=[O:47].[C:59]([O:60][CH:61]1[CH:62]([O:63][C:64](=[O:65])[CH3:66])[CH:67]([c:68]2[o:69][n:70][c:71]([CH2:72][CH3:73])[n:74]2)[O:75][CH:76]1[O:77][C:78](=[O:79])[CH3:80])(=[O:81])[CH3:82].[ClH:1].[c:2]1([CH:8]([CH2:9][NH:10][c:11]2[c:12]3[n:13][cH:14][nH:15][c:16]3[n:17][c:18]([CH2:20][NH:21][S:22](=[O:23])(=[O:24])[CH2:25][CH:26]([CH3:27])[CH3:28])[n:19]2)[c:29]2[cH:30][cH:31][cH:32][cH:33][cH:34]2)[cH:3][cH:4][cH:5][cH:6][cH:7]1>>[c:2]1([CH:8]([CH2:9][NH:10][c:11]2[c:12]3[n:13][cH:14][n:15]([CH:40]4[CH:39]([O:38][C:35]([CH3:36])=[O:37])[CH:43]([O:44][C:45]([CH3:46])=[O:47])[CH:42]([c:48]5[n:49][c:50]([CH2:53][CH3:54])[n:51][o:52]5)[O:41]4)[c:16]3[n:17][c:18]([CH2:20][NH:21][S:22](=[O:23])(=[O:24])[CH2:25][CH:26]([CH3:27])[CH3:28])[n:19]2)[c:29]2[cH:30][cH:31][cH:32][cH:33][cH:34]2)[cH:3][cH:4][cH:5][cH:6][cH:7]1. Reactants: C1CCOC1, CCOC(=O)C1CCN(Cc2ccc(-c3nc4c(cnc5cc(C)nn54)cc3-c3ccccc3)cc2)CC1, [Li+], [OH-], O. Product: Cc1cc2ncc3cc(-c4ccccc4)c(-c4ccc(CN5CCC(C(=O)O)CC5)cc4)nc3n2n1. Reaction SMILES: [CH2:42]1[O:43][CH2:44][CH2:45][CH2:46]1.[CH3:1][c:2]1[n:3][n:4]2[c:5]([n:6][cH:7][c:8]3[c:9]2[n:10][c:11](-[c:20]2[cH:21][cH:22][c:23]([CH2:24][N:25]4[CH2:26][CH2:27][CH:28]([C:31](=[O:32])[O:33][CH2:34][CH3:35])[CH2:29][CH2:30]4)[cH:36][cH:37]2)[c:12](-[c:14]2[cH:15][cH:16][cH:17][cH:18][cH:19]2)[cH:13]3)[cH:38]1.[Li+:41].[OH-:40].[OH2:39]>>[CH3:1][c:2]1[n:3][n:4]2[c:5]([n:6][cH:7][c:8]3[c:9]2[n:10][c:11](-[c:20]2[cH:21][cH:22][c:23]([CH2:24][N:25]4[CH2:26][CH2:27][CH:28]([C:31](=[O:32])[OH:33])[CH2:29][CH2:30]4)[cH:36][cH:37]2)[c:12](-[c:14]2[cH:15][cH:16][cH:17][cH:18][cH:19]2)[cH:13]3)[cH:38]1. As a reaction SMILES: [CH2:1]([CH3:2])[O:3][C:4](=[O:5])[c:6]1[c:7]([O:24][CH2:25][CH2:26][C:27]([NH2:28])=[O:29])[c:8]2[c:9]([CH:15]=[CH:16][c:17]3[cH:18][cH:19][c:20]([F:23])[cH:21][cH:22]3)[n:10][nH:11][c:12]2[cH:13][cH:14]1.[S:30](=[O:31])(=[O:32])([OH:33])[OH:34]>>[O:3]=[C:4]([OH:5])[c:6]1[c:7]([O:24][CH2:25][CH2:26][C:27]([NH2:28])=[O:29])[c:8]2[c:9]([CH:15]=[CH:16][c:17]3[cH:18][cH:19][c:20]([F:23])[cH:21][cH:22]3)[n:10][nH:11][c:12]2[cH:13][cH:14]1. Product: NC(=O)CCOc1c(C(=O)O)ccc2[nH]nc(C=Cc3ccc(F)cc3)c12. The reactants are CCOC(=O)c1ccc2[nH]nc(C=Cc3ccc(F)cc3)c2c1OCCC(N)=O, O=S(=O)(O)O. Run in C(C)O (ethanol). Reaction SMILES: [CH3:1][C:2]([C:4]1[CH:9]=[CH:8][C:7]([Br:10])=[CH:6][CH:5]=1)=O.[NH2:11][C:12]1[CH:17]=[CH:16][CH:15]=[CH:14][N:13]=1.[OH-].[Na+]>C(O)C>[Br:10][C:7]1[CH:8]=[CH:9][C:4]([C:2]2[N:11]=[C:12]3[CH:17]=[CH:16][CH:15]=[CH:14][N:13]3[CH:1]=2)=[CH:5][CH:6]=1 |f:2.3|. Yields the product BrC1=CC=C(C=C1)C=1N=C2N(C=CC=C2)C1 (2-(4-bromo-phenyl)-imidazo [1,2-a] pyridine). Reported procedure: Dissolving 15 g (54 mmol) of 4-bromoacetophenone and 5.2 g (55 mmol) of 2-aminopyridine into 100 milliliter of ethanol, adding 7.0 g of sodium hydroxide, the resultant suspension was refluxed under heating for 6 hours. After completion of the reaction, resultant crystals were separated with filtration, washed with water and ethanol, thereby obtaining 12.5 g of 2-(4-bromo-phenyl)-imidazo [1,2-a] pyridine (yield: 85%). Reactants: resultant suspension, CC(=O)C1=CC=C(C=C1)Br (4-bromoacetophenone), NC1=NC=CC=C1 (2-aminopyridine), [OH-].[Na+] (sodium hydroxide). Yield: 84.8%. The reactants are [Si](C)(C)(C(C)(C)C)OCC1=CC2=C(C=N1)N=CN2C2=CC(=C(S2)C(=O)N)OCC2=C(C=CC(=C2)OCC)OCC (5-[6-({[tert-butyl(dimethyl)silyl]oxy}methyl)-1H-imidazo[4,5-c]pyridin-1-yl]-3-[(2,5-diethoxybenzyl)oxy]thiophene-2-carboxamide), [F-].C(CCC)[N+](CCCC)(CCCC)CCCC (tetra-n-butylammonium fluoride). Solvent: C1CCOC1 (THF). Conditions: temperature 0 celsius. Yields the product C(C)OC1=C(COC2=C(SC(=C2)N2C=NC=3C=NC(=CC32)CO)C(=O)N)C=C(C=C1)OCC (3-[(2,5-diethoxybenzyl)oxy]-5-[6-(hydroxymethyl)-1H-imidazo[4,5-c]pyridin-1-yl]thiophene-2-carboxamide). As a reaction SMILES: [Si]([O:8][CH2:9][C:10]1[N:15]=[CH:14][C:13]2[N:16]=[CH:17][N:18]([C:19]3[S:23][C:22]([C:24]([NH2:26])=[O:25])=[C:21]([O:27][CH2:28][C:29]4[CH:34]=[C:33]([O:35][CH2:36][CH3:37])[CH:32]=[CH:31][C:30]=4[O:38][CH2:39][CH3:40])[CH:20]=3)[C:12]=2[CH:11]=1)(C(C)(C)C)(C)C.[F-].C([N+](CCCC)(CCCC)CCCC)CCC>C1COCC1>[CH2:39]([O:38][C:30]1[CH:31]=[CH:32][C:33]([O:35][CH2:36][CH3:37])=[CH:34][C:29]=1[CH2:28][O:27][C:21]1[CH:20]=[C:19]([N:18]2[C:12]3[CH:11]=[C:10]([CH2:9][OH:8])[N:15]=[CH:14][C:13]=3[N:16]=[CH:17]2)[S:23][C:22]=1[C:24]([NH2:26])=[O:25])[CH3:40] |f:1.2|. Procedure details: A mixture of 450 mg of 5-[6-({[tert-butyl(dimethyl)silyl]oxy}methyl)-1H-imidazo[4,5-c]pyridin-1-yl]-3-[(2,5-diethoxybenzyl)oxy]thiophene-2-carboxamide in 20 ml THF is cooled to 0° C. At 0° C. 0.28 ml tetra-n-butylammonium fluoride (˜75% in H20) is added. The reaction mixture is allowed to warm to room temperature and stirred over night.